This data is from the Open Reaction Database (ORD), a public repository of structured organic reaction records. The task is: describe an organic reaction: reactants, conditions, products, and yield Starting materials: 4-chloro-N-(2,5-dichlorophenyl)-N-[4-[[4 (methylsulfonyl)methyl]-1-piperidinyl]-1(R)-methylbutyl]benzenesulfonamide, ClC1=CC=C(C=C1)S(=O)(=O)N([C@@H](CCCBr)C)C1=C(C=CC(=C1)Cl)F (4-chloro-N-(5-chloro-2-fluorophenyl)-N-[4-bromo-1(R)-methylbutyl]benzenesulfonamide), CS(=O)(=O)N (methanesulfonamide). Yields the product ClC1=CC=C(C=C1)S(=O)(=O)N([C@@H](CCCNS(=O)(=O)C)C)C1=C(C=CC(=C1)Cl)F (4-chloro-N-(5-chloro-2-fluorophenyl)-N-[4-[(methylsulfonyl)amino]-1(R)-methylbutyl]-benzenesulfonamide). Isolated yield 89.0%. Reaction SMILES: [Cl:1][C:2]1[CH:7]=[CH:6][C:5]([S:8]([N:11]([C:18]2[CH:23]=[C:22]([Cl:24])[CH:21]=[CH:20][C:19]=2[F:25])[C@H:12]([CH3:17])[CH2:13][CH2:14][CH2:15]Br)(=[O:10])=[O:9])=[CH:4][CH:3]=1.[CH3:26][S:27]([NH2:30])(=[O:29])=[O:28]>>[Cl:1][C:2]1[CH:7]=[CH:6][C:5]([S:8]([N:11]([C:18]2[CH:23]=[C:22]([Cl:24])[CH:21]=[CH:20][C:19]=2[F:25])[C@H:12]([CH3:17])[CH2:13][CH2:14][CH2:15][NH:30][S:27]([CH3:26])(=[O:29])=[O:28])(=[O:10])=[O:9])=[CH:4][CH:3]=1. Procedure details: 4-chloro-N-(5-chloro-2-fluorophenyl)-N-[4-[(methylsulfonyl)amino]-1(R)-methylbutyl]-benzenesulfonamide was prepared analogous to 4-chloro-N-(2,5-dichlorophenyl)-N-[4-[[4 (methylsulfonyl)methyl]-1-piperidinyl]-1(R)-methylbutyl]benzenesulfonamide by reacting 4-chloro-N-(5-chloro-2-fluorophenyl)-N-[4-bromo-1(R)-methylbutyl]benzenesulfonamide with methanesulfonamide. Yield=89%; MS (ESI+), 483 (M+H)+. Conditions: time 2 hour. Solvent: [Cl-].[Na+].O (Brine), C(C)#N (acetonitrile). As a reaction SMILES: [C:1]([O:5][C:6]([N:8]1[CH2:13][CH:12]=[C:11]([O:14][Si](C)(C)C)[CH2:10][CH2:9]1)=[O:7])([CH3:4])([CH3:3])[CH3:2].[F:19][B-](F)(F)F.F[B-](F)(F)F.ClC[N+]12CC[N+](F)(CC1)CC2>C(#N)C.[Cl-].[Na+].O>[F:19][CH:10]1[C:11](=[O:14])[CH2:12][CH2:13][N:8]([C:6]([O:5][C:1]([CH3:4])([CH3:3])[CH3:2])=[O:7])[CH2:9]1 |f:1.2.3,5.6.7|. Procedure details: 4-Trimethylsilyloxy-3,6-dihydro-2H-pyridine-1-carboxylic acid tert-butyl ester (13.2 g, 48.6 mmol) was dissolved in acetonitrile (250 mL). 1-Chloromethyl-4-fluoro-1,4-diazoniabicyclo[2.2.2]octane bis(tetrafluoroborate) (19.0 g, 53.5 mmol) was added and the reaction mixture was stirred at room temperature for 2 hours. Brine was added to the reaction mixture and the aqueous phase extracted ethyl acetate. The combined organic layers were dried over Na2SO4 and the solvent was evaporated. The residue... Yields the product FC1CN(CCC1=O)C(=O)OC(C)(C)C (tert-Butyl 3-fluoro-4-oxopiperidine-1-carboxylate), solid. The yield is 53.0%. Starting materials: C(C)(C)(C)OC(=O)N1CCC(=CC1)O[Si](C)(C)C (4-Trimethylsilyloxy-3,6-dihydro-2H-pyridine-1-carboxylic acid tert-butyl ester), F[B-](F)(F)F.F[B-](F)(F)F.ClC[N+]12CC[N+](CC1)(CC2)F (1-Chloromethyl-4-fluoro-1,4-diazoniabicyclo[2.2.2]octane bis(tetrafluoroborate)). The reactants are [Br-], C1CCOC1, CC(c1ccc2c(c1)C(C)(C)CCC2(C)C)[P+](c1ccccc1)(c1ccccc1)c1ccccc1, O=Cc1ccncc1. Yields the product CC(=Cc1ccncc1)c1ccc2c(c1)C(C)(C)CCC2(C)C. As a reaction SMILES: [Br-:1].[CH2:45]1[O:46][CH2:47][CH2:48][CH2:49]1.[CH3:2][C:3]1([CH3:36])[c:4]2[cH:5][cH:6][c:7]([CH:15]([CH3:16])[P+:17]([c:18]3[cH:19][cH:20][cH:21][cH:22][cH:23]3)([c:24]3[cH:25][cH:26][cH:27][cH:28][cH:29]3)[c:30]3[cH:31][cH:32][cH:33][cH:34][cH:35]3)[cH:8][c:9]2[C:10]([CH3:13])([CH3:14])[CH2:11][CH2:12]1.[n:37]1[cH:38][cH:39][c:40]([CH:43]=[O:44])[cH:41][cH:42]1>>[CH3:2][C:3]1([CH3:36])[c:4]2[cH:5][cH:6][c:7]([C:15]([CH3:16])=[CH:43][c:40]3[cH:39][cH:38][n:37][cH:42][cH:41]3)[cH:8][c:9]2[C:10]([CH3:13])([CH3:14])[CH2:11][CH2:12]1. The reactants are BrC1=CC=C(C=C1)O (4-bromophenol), CC1=C(CCl)C(=C(C=C1C)C)C (2,3,5,6-tetramethylbenzyl chloride), C([O-])([O-])=O.[K+].[K+] (potassium carbonate). Run in CC(=O)C (acetone). The product is CC1=C(COC2=CC=C(C=C2)Br)C(=C(C=C1C)C)C (4-(2,3,5,6-tetramethylbenzyloxy)bromobenzene). Yield: 79.0%. As a reaction SMILES: [Br:1][C:2]1[CH:7]=[CH:6][C:5]([OH:8])=[CH:4][CH:3]=1.[CH3:9][C:10]1[C:17]([CH3:18])=[CH:16][C:15]([CH3:19])=[C:14]([CH3:20])[C:11]=1[CH2:12]Cl.C(=O)([O-])[O-].[K+].[K+]>CC(C)=O>[CH3:20][C:14]1[C:15]([CH3:19])=[CH:16][C:17]([CH3:18])=[C:10]([CH3:9])[C:11]=1[CH2:12][O:8][C:5]1[CH:6]=[CH:7][C:2]([Br:1])=[CH:3][CH:4]=1 |f:2.3.4|. Reported procedure: In acetone (50 ml), a mixture of 4-bromophenol (7.8 g), 2,3,5,6-tetramethylbenzyl chloride (6.3 g) and potassium carbonate (6.5 g) was heated at reflux for 16 hours. The reaction solution was filtered, and the filtrate was concentrated under reduced pressure. The residue was dissolved in ethyl acetate, and successively washed with 3% aqueous sodium hydroxide solution, water and saturated brine. The solvent was evaporated under reduced pressure, thereby giving 8.7 g of the desired compound.